This data is from the Open Reaction Database (ORD), a public repository of structured organic reaction records. The task is: describe an organic reaction: reactants, conditions, products, and yield Starting materials: CC(C)(C)C(O)(c1cc(F)cc(F)c1)C1CN(C(c2ccc(Cl)cc2)c2ccc(Cl)cc2)C1, ClCCl, O=C(O)C(F)(F)F. Product: CC(C)(C)C(O)(c1cc(F)cc(F)c1)C1CNC1. As a reaction SMILES: [Cl:1][c:2]1[cH:3][cH:4][c:5]([CH:6]([c:7]2[cH:8][cH:27][c:28]([Cl:29])[cH:30][cH:31]2)[N:9]2[CH2:10][CH:11]([C:13]([C:14]([CH3:15])([CH3:16])[CH3:17])([OH:18])[c:19]3[cH:20][c:21]([F:26])[cH:22][c:23]([F:25])[cH:24]3)[CH2:12]2)[cH:32][cH:33]1.[Cl:34][CH2:35][Cl:36].[F:37][C:38]([F:39])([F:40])[C:41]([OH:42])=[O:43]>>[NH:9]1[CH2:10][CH:11]([C:13]([C:14]([CH3:15])([CH3:16])[CH3:17])([OH:18])[c:19]2[cH:20][c:21]([F:26])[cH:22][c:23]([F:25])[cH:24]2)[CH2:12]1. The reactants are O=C1OC(Br)c2cc(Br)ccc21, C1CCOC1, c1ccc(P(c2ccccc2)c2ccccc2)cc1. The product is [Br-], O=C1OC([P+](c2ccccc2)(c2ccccc2)c2ccccc2)c2cc(Br)ccc21. Reaction SMILES: [Br:1][CH:2]1[O:3][C:4](=[O:12])[c:5]2[cH:6][cH:7][c:8]([Br:11])[cH:9][c:10]21.[O:32]1[CH2:33][CH2:34][CH2:35][CH2:36]1.[c:13]1([P:19]([c:20]2[cH:21][cH:22][cH:23][cH:24][cH:25]2)[c:26]2[cH:27][cH:28][cH:29][cH:30][cH:31]2)[cH:14][cH:15][cH:16][cH:17][cH:18]1>>[Br-:1].[CH:2]1([P+:19]([c:13]2[cH:14][cH:15][cH:16][cH:17][cH:18]2)([c:20]2[cH:21][cH:22][cH:23][cH:24][cH:25]2)[c:26]2[cH:27][cH:28][cH:29][cH:30][cH:31]2)[O:3][C:4](=[O:12])[c:5]2[cH:6][cH:7][c:8]([Br:11])[cH:9][c:10]21.